This data is from the Open Reaction Database (ORD), a public repository of structured organic reaction records. The task is: describe an organic reaction: reactants, conditions, products, and yield Reactants: [N+](=O)([O-])C1=CC=C(C=C1)C12C(N(C(C(C1)(C2)C2=CC=C(C=C2)[N+](=O)[O-])=O)CCC)=O (1,5-di-(4-nitrophenyl)-3-n-propyl-3-azabicyclo[3.1.1]heptane-2,4-dione), CCOCC.C(Cl)Cl (ether methylene chloride). Reagents/catalysts: [Pd] (palladium-on-carbon). The solvent is C(C)(=O)OCC (ethyl acetate). Product: NC1=CC=C(C=C1)C12C(N(C(C(C1)(C2)C2=CC=C(C=C2)N)=O)CCC)=O (1,5-di-(4-aminophenyl)-3-n-propyl-3-azabicyclo[3.1.1]heptane-2,4-dione). RXN SMILES: [N+:1]([C:4]1[CH:9]=[CH:8][C:7]([C:10]23[CH2:16][C:14]([C:17]4[CH:22]=[CH:21][C:20]([N+:23]([O-])=O)=[CH:19][CH:18]=4)([CH2:15]2)[C:13](=[O:26])[N:12]([CH2:27][CH2:28][CH3:29])[C:11]3=[O:30])=[CH:6][CH:5]=1)([O-])=O.CCOCC.C(Cl)Cl>C(OCC)(=O)C.[Pd]>[NH2:23][C:20]1[CH:19]=[CH:18][C:17]([C:14]23[CH2:16][C:10]([C:7]4[CH:8]=[CH:9][C:4]([NH2:1])=[CH:5][CH:6]=4)([CH2:15]2)[C:11](=[O:30])[N:12]([CH2:27][CH2:28][CH3:29])[C:13]3=[O:26])=[CH:22][CH:21]=1 |f:1.2|. Procedure: In a manner analogous to that described in Example 12a, 0.4 g of 1,5-di-(4-nitrophenyl)-3-n-propyl-3-azabicyclo[3.1.1]heptane-2,4-dione are dissolved in 15 ml of ethyl acetate, hydrogenated in the presence of 80 mg of 5% palladium-on-carbon and worked up. Melting point 149°-150° (from ether/methylene chloride). The reactants are CO, CCOC(=N)c1ccc(C(=O)Nc2ccc(Cl)c(-c3ccccn3)c2)cc1, NCCCc1c[nH]cn1. As a reaction SMILES: [CH3:37][OH:38].[Cl:1][c:2]1[c:3](-[c:22]2[n:23][cH:24][cH:25][cH:26][cH:27]2)[cH:4][c:5]([NH:8][C:9](=[O:10])[c:11]2[cH:12][cH:13][c:14]([C:15]([O:16][CH2:17][CH3:18])=[NH:19])[cH:20][cH:21]2)[cH:6][cH:7]1.[nH:28]1[cH:29][n:30][c:31]([CH2:33][CH2:34][CH2:35][NH2:36])[cH:32]1>>[Cl:1][c:2]1[c:3](-[c:22]2[n:23][cH:24][cH:25][cH:26][cH:27]2)[cH:4][c:5]([NH:8][C:9](=[O:10])[c:11]2[cH:12][cH:13][c:14]([C:15](=[NH:19])[NH:36][CH2:35][CH2:34][CH2:33][c:31]3[n:30][cH:29][nH:28][cH:32]3)[cH:20][cH:21]2)[cH:6][cH:7]1. Yields the product N=C(NCCCc1c[nH]cn1)c1ccc(C(=O)Nc2ccc(Cl)c(-c3ccccn3)c2)cc1.